From a dataset of the Open Reaction Database (ORD), a public repository of structured organic reaction records. describe an organic reaction: reactants, conditions, products, and yield Starting materials: ClC=1N=NC(=CC1)C1=C(C=CC=C1)Cl (3-chloro-6-(o-chlorophenyl) pyridazine), C(C)(=O)NN (acetylhydrazine). The solvent is C(CCC)O (n-butanol). The product is CC1=NN=C2N1N=C(C=C2)C2=C(C=CC=C2)Cl (3-methyl-6-(o-chlorophenyl)-1,2,4-triazolo-[4,3-b]pyridazine). Reaction SMILES: Cl[C:2]1[N:3]=[N:4][C:5]([C:8]2[CH:13]=[CH:12][CH:11]=[CH:10][C:9]=2[Cl:14])=[CH:6][CH:7]=1.[C:15]([NH:18][NH2:19])(=O)[CH3:16]>C(O)CCC>[CH3:16][C:15]1[N:3]2[N:4]=[C:5]([C:8]3[CH:13]=[CH:12][CH:11]=[CH:10][C:9]=3[Cl:14])[CH:6]=[CH:7][C:2]2=[N:19][N:18]=1. Reported procedure: As in Example 36, a mixture of 5.5 g. of 3-chloro-6-(o-chlorophenyl) pyridazine, 3.6 g. of acetylhydrazine in 75 ml. of n-butanol is refluxed for 72 hrs. to give 2.2 g. or product as off-white crystals, m.p. 146°-148° C. Starting materials: [Li]CCCC, CCOC(C)=O, CCCCCC, CC(C)NC(C)C, Clc1ccc(Cl)nc1, Cl, O=Cc1c(F)cccc1F, C1CCOC1. The product is OC(c1cc(Cl)ncc1Cl)c1c(F)cccc1F. RXN SMILES: [CH2:1]([Li:2])[CH2:3][CH2:4][CH3:5].[CH3:32][CH2:33][O:34][C:35](=[O:36])[CH3:37].[CH3:43][CH2:44][CH2:45][CH2:46][CH2:47][CH3:48].[CH:6]([NH:7][CH:8]([CH3:9])[CH3:10])([CH3:11])[CH3:12].[Cl:13][c:14]1[n:15][cH:16][c:17]([Cl:20])[cH:18][cH:19]1.[ClH:31].[F:21][c:22]1[c:23]([CH:24]=[O:25])[c:26]([F:30])[cH:27][cH:28][cH:29]1.[O:38]1[CH2:39][CH2:40][CH2:41][CH2:42]1>>[Cl:13][c:14]1[n:15][cH:16][c:17]([Cl:20])[c:18]([CH:24]([c:23]2[c:22]([F:21])[cH:29][cH:28][cH:27][c:26]2[F:30])[OH:25])[cH:19]1. The reactants are hydrochloride salt, O1C2=C(CC1CNC(OCC1=CC=CC=C1)=O)C=C1CCCCC1=C2 ((±)-benzyl 2,3,5,6,7,8-hexahydronaphtho[2,3-b]furan-2-ylmethylcarbamate). Reagents/catalysts: [Pd] (palladium on carbon). Yields the product O1C2=C(CC1CN)C=C1CCCCC1=C2 ((±)-1-(2,3,5,6,7,8-hexahydronaphtho[2,3-b]furan-2-yl)methanamine). Yield: 106.9%. Reaction SMILES: [O:1]1[CH:5]([CH2:6][NH:7]C(=O)OCC2C=CC=CC=2)[CH2:4][C:3]2[CH:18]=[C:19]3[C:24](=[CH:25][C:2]1=2)[CH2:23][CH2:22][CH2:21][CH2:20]3>[Pd]>[O:1]1[CH:5]([CH2:6][NH2:7])[CH2:4][C:3]2[CH:18]=[C:19]3[C:24](=[CH:25][C:2]1=2)[CH2:23][CH2:22][CH2:21][CH2:20]3. Procedure details: Treatment of (±)-benzyl 2,3,5,6,7,8-hexahydronaphtho[2,3-b]furan-2-ylmethylcarbamate (1.00 g, 2.96 mmol) with palladium on carbon (10 wt. %, 0.100 g) generally according to the procedure described for Example 2 provided 0.643 g (91%) of (±)-1-(2,3,5,6,7,8-hexahydronaphtho[2,3-b]furan-2-yl)methanamine as a white solid, hydrochloride salt. mp>225° C.; Anal. calcd. for C13H17NOHCl: C, 65.13; H, 7.57; N, 5.84. Found: C, 65.0; H, 7.87; N, 5.77. Starting materials: BrCCBr (1,2-dibromoethane), ClC1(OC(C(OC1(F)Cl)(F)F)(F)F)F (2,3-dichloro-2,3,5,5,6,6-hexafluoro-1,4-dioxane). The reagents and catalysts are [Zn] (zinc). Run in CN(C)C=O (DMF). Yields the product FC1(OC(=C(OC1(F)F)F)F)F (perfluoro-2,3-dihydro-1,4-dioxin). The yield is 45.1%. Reaction SMILES: BrCCBr.Cl[C:6]1([F:18])[C:11](Cl)([F:12])[O:10][C:9]([F:15])([F:14])[C:8]([F:17])([F:16])[O:7]1>CN(C=O)C.[Zn]>[F:15][C:9]1([F:14])[C:8]([F:16])([F:17])[O:7][C:6]([F:18])=[C:11]([F:12])[O:10]1. Procedure details: A suspension of 39.2 g (0.60 mol) of zinc dust in 300 mL of dry DMF was stirred under N2 while 5 mL of 1,2-dibromoethane was added. Then a small portion of 74.0 g (0.28 mol) of dichloride 5 was added, and the mixture was stirred and heated. When an exothermic reaction started (about 75° C.), the rest of 5 was added dropwise at a rate sufficient to maintain 110°-120° C. in the pot while product was collected in a -80° C. trap. When the addition was completed, the mixture was heated to reflux to d... Reactants: ClC=1C=CC(=C(C1)S(=O)(=O)N(C)C)[N+](=O)[O-] (5-Chloro-N,N-dimethyl-2-nitro-benzenesulfonamide), NC1=C(C=C(C=C1)N1CCOCC1)S(=O)(=O)N(C)C (2-Amino-N,N-dimethyl-5-morpholin-4-yl-benzenesulfonamide), ClC1=NC=C(C(=N1)NC1=C(C=C(C=C1)N1CCOCC1)S(=O)(=O)N(C)C)Cl (2-(2,5-Dichloro-pyrimidin-4-ylamino)-N,N-dimethyl-5-morpholin-4-yl-benzenesulfonamide), N1CCOCC1 (Morpholine), CN(S(=O)(=O)C1=C(C=CC(=C1)N1CCOCC1)[N+](=O)[O-])C (N,N-Dimethyl-5-morpholin-4-yl-2-nitro-benzenesulfonamide). Product: ClC=1C(=NC(=NC1)NC1=CC2=C(CCN(CC2)CC(=O)N(C)C)C=C1OC)NC1=C(C=C(C=C1)N1CCOCC1)S(N(C)C)(=O)=O (2-{7-[5-Chloro-4-(2-dimethylsulfamoyl-4-morpholin-4-yl-phenylamino)-pyrimidin-2-ylamino]-8-methoxy-1,2,4,5-tetrahydro-benzo[d]azepin-3-yl}-N,N-dimethyl-acetamide). RXN SMILES: Cl[C:2]1[CH:3]=[CH:4][C:5]([N+:14]([O-])=O)=[C:6](S(N(C)C)(=O)=O)[CH:7]=1.[NH:17]1[CH2:22]COC[CH2:18]1.CN(C)S(C1[CH:33]=[C:32]([N:34]2[CH2:39][CH2:38][O:37][CH2:36][CH2:35]2)C=CC=1[N+]([O-])=O)(=O)=O.NC1C=CC(N2CC[O:54][CH2:53]C2)=CC=1S(N(C)C)(=O)=O.Cl[C:64]1[N:69]=[C:68]([NH:70][C:71]2[CH:76]=[CH:75][C:74]([N:77]3[CH2:82][CH2:81][O:80][CH2:79][CH2:78]3)=[CH:73][C:72]=2[S:83]([N:86]([CH3:88])[CH3:87])(=[O:85])=[O:84])[C:67]([Cl:89])=[CH:66][N:65]=1>>[Cl:89][C:67]1[C:68]([NH:70][C:71]2[CH:76]=[CH:75][C:74]([N:77]3[CH2:78][CH2:79][O:80][CH2:81][CH2:82]3)=[CH:73][C:72]=2[S:83](=[O:84])(=[O:85])[N:86]([CH3:88])[CH3:87])=[N:69][C:64]([NH:14][C:5]2[C:6]([O:54][CH3:53])=[CH:7][C:2]3[CH2:38][CH2:39][N:34]([CH2:35][C:36]([N:17]([CH3:22])[CH3:18])=[O:37])[CH2:32][CH2:33][C:3]=3[CH:4]=2)=[N:65][CH:66]=1. Procedure details: 5-Chloro-N,N-dimethyl-2-nitro-benzenesulfonamide using Morpholine was converted in an analogous manner to Example 171a, to N,N-Dimethyl-5-morpholin-4-yl-2-nitro-benzenesulfonamide, which was converted in an analogous manner to Example 31f, to 2-Amino-N,N-dimethyl-5-morpholin-4-yl-benzenesulfonamide, which was converted, in an analogous procedure to Example 1d, to 2-(2,5-Dichloro-pyrimidin-4-ylamino)-N,N-dimethyl-5-morpholin-4-yl-benzenesulfonamide, which was converted to the title compound in an... The reactants are C1(=CC=CC=C1)CCC(=O)Cl (3-phenyl-propionyl chloride), CC(C)([O-])C.[K+] (potassium-tert-butoxide), C(C)(C)(C)C1=CC=C(C=C1)CC(=COC(C)=O)C (acetic acid 3-(4-tert-butyl-phenyl)-2-methyl-propenyl ester). Solvent: C1CCOC1 (THF), C1CCOC1 (THF), CCOCC (ether). Run at time 90 minute. The product is C(C)(C)(C)C1=CC=C(C=C1)CC(=COC(CCC1=CC=CC=C1)=O)C (3-Phenyl-propionic acid 3-(4-tert-butyl-phenyl)-2-methyl-propenyl ester). The yield is 83.5%. RXN SMILES: [C:1]([C:5]1[CH:10]=[CH:9][C:8]([CH2:11][C:12]([CH3:18])=[CH:13][O:14][C:15](=[O:17])[CH3:16])=[CH:7][CH:6]=1)([CH3:4])([CH3:3])[CH3:2].CC(C)([O-])C.[K+].[C:25]1([CH2:31]CC(Cl)=O)[CH:30]=[CH:29][CH:28]=[CH:27][CH:26]=1>C1COCC1.CCOCC>[C:1]([C:5]1[CH:6]=[CH:7][C:8]([CH2:11][C:12]([CH3:18])=[CH:13][O:14][C:15](=[O:17])[CH2:16][CH2:31][C:25]2[CH:30]=[CH:29][CH:28]=[CH:27][CH:26]=2)=[CH:9][CH:10]=1)([CH3:4])([CH3:2])[CH3:3] |f:1.2|. Reported procedure: A solution of 65.8 g acetic acid 3-(4-tert-butyl-phenyl)-2-methyl-propenyl ester in 200 ml of THF was cooled to −70° C. A solution of 42.3 g potassium-tert-butoxide in 200 ml of THF was added at −70° C. during 20 min. and the resulting reaction mixture was stirred for 90 min. at the same temperature. 53.5 g 3-phenyl-propionyl chloride was dropped in and the reaction mixture was stirred for another 3 hours at −70° C. Then the reaction mixture was diluted with ether, washed with saturated NaHCO3 a...